From a dataset of the Open Reaction Database (ORD), a public repository of structured organic reaction records. describe an organic reaction: reactants, conditions, products, and yield Reactants: C(C)NC(=O)C1=CC2=CC=CC=C2C=C1 (N-Ethyl-2-naphthalenecarboxamide), C[Si](C)(C)Cl (TMSCl). The product is C(C)NC(=O)C1=CC2=CC=CC=C2C=C1[Si](C)(C)C (N-Ethyl-3-(trimethylsilyl)-2-naphthalenecarboxamide). Isolated yield 17.0%. As a reaction SMILES: [CH2:1]([NH:3][C:4]([C:6]1[CH:15]=[CH:14][C:13]2[C:8](=[CH:9][CH:10]=[CH:11][CH:12]=2)[CH:7]=1)=[O:5])[CH3:2].[CH3:16][Si:17](Cl)([CH3:19])[CH3:18]>>[CH2:1]([NH:3][C:4]([C:6]1[C:15]([Si:17]([CH3:19])([CH3:18])[CH3:16])=[CH:14][C:13]2[C:8](=[CH:9][CH:10]=[CH:11][CH:12]=2)[CH:7]=1)=[O:5])[CH3:2]. Procedure details: N-Ethyl-2-naphthalenecarboxamide was reacted with 2 eq TMSCl according to General Method C. The resulting reaction mixture was worked up in the usual manner, then purified by chromatography with 3:7 ethyl acetate/hexanes to afford 3.3 g of the desired compound as a white solid, a 17% yield. m.p. 132-136° C. Reactants: CO (Methanol), O1CCCC1 (tetrahydrofuran), C(C)(=O)O (acetic acid), C(C)(C)(C)OC(=O)CON=C(C(=O)NC1[C@@H]2N(C(=C(CS2)Cl)C(=O)OCC2=CC=C(C=C2)[N+](=O)[O-])C1=O)C=1N=C(SC1)NC=O (4-nitrobenzyl 7-[2-(tert-butoxycarbonylmethoxyimino)-2-(2-formamidothiazol-4-yl)acetamido]-3-chloro-3-cephem-4-carboxylate). The reagents and catalysts are [C].[Pd] (Palladium carbon). The solvent is O (water). Reaction conditions: time 4 hour. Yields the product C(C)(C)(C)OC(=O)CON=C(C(=O)NC1[C@@H]2N(C(=C(CS2)Cl)C(=O)O)C1=O)C=1N=C(SC1)NC=O (7-[2-(tert-butoxycarbonylmethoxyimino)-2-(2-formamidothiazol- 4-yl)acetamido]-3-chloro-3-cephem-4-carboxylic acid). The yield is 75.8%. RXN SMILES: CO.O1CCCC1.C(O)(=O)C.[C:12]([O:16][C:17]([CH2:19][O:20][N:21]=[C:22]([C:49]1[N:50]=[C:51]([NH:54][CH:55]=[O:56])[S:52][CH:53]=1)[C:23]([NH:25][CH:26]1[C:47](=[O:48])[N:28]2[C:29]([C:34]([O:36]CC3C=CC([N+]([O-])=O)=CC=3)=[O:35])=[C:30]([Cl:33])[CH2:31][S:32][C@H:27]12)=[O:24])=[O:18])([CH3:15])([CH3:14])[CH3:13]>[C].[Pd].O>[C:12]([O:16][C:17]([CH2:19][O:20][N:21]=[C:22]([C:49]1[N:50]=[C:51]([NH:54][CH:55]=[O:56])[S:52][CH:53]=1)[C:23]([NH:25][CH:26]1[C:47](=[O:48])[N:28]2[C:29]([C:34]([OH:36])=[O:35])=[C:30]([Cl:33])[CH2:31][S:32][C@H:27]12)=[O:24])=[O:18])([CH3:15])([CH3:13])[CH3:14] |f:4.5|. Procedure details: Methanol (40 ml), tetrahydrofuran (20 ml) and acetic acid (0.3 ml) were added to 4-nitrobenzyl 7-[2-(tert-butoxycarbonylmethoxyimino)-2-(2-formamidothiazol-4-yl)acetamido]-3-chloro-3-cephem-4-carboxylate (syn isomer, 3.8 g). 10% Palladium carbon (1.9 g) containing water (3 ml) was added to the solution, and subjected to catalytic reduction for 4 hours. After removal of palladium carbon by filtration, the filtrate was concentrated in vacuo. To the residue were added ethyl acetate and water, and t... As a reaction SMILES: [CH2:1]([c:2]1[cH:3][cH:4][cH:5][cH:6][cH:7]1)[N:8]1[CH:9]([C:14](=[O:15])[O:16][CH2:17][CH3:18])[CH2:10][O:11][CH2:12][CH2:13]1.[CH3:21][OH:22].[H:19][H:20].[OH-:23].[OH-:25].[Pd+2:24]>>[NH:8]1[CH:9]([C:14](=[O:15])[O:16][CH2:17][CH3:18])[CH2:10][O:11][CH2:12][CH2:13]1. Yields the product CCOC(=O)C1COCCN1. The reactants are CCOC(=O)C1COCCN1Cc1ccccc1, CO, [H][H], [OH-], [OH-], [Pd+2]. Starting materials: CCOC(=O)C (EtOAc), C(C)(=O)OC(C)=O (Acetic anhydride), N1=CC=CC=C1 (pyridine), C(CCCCCCC\C=C/C\C=C\C)O ((9Z,12E)-Tetradeca-9,12-dien-1-ol). Run in hexanes, C(Cl)Cl (CH2Cl2), C(C)OCC (diethyl ether). Conditions: time 18 hour. The product is C(C)(=O)OCCCCCCCC\C=C/C\C=C\C ((9Z,12E)-Tetradeca-9,12-dien-1-yl acetate). Yield: 89.8%. As a reaction SMILES: [C:1]([O:4][C:5](=[O:7])[CH3:6])(=O)[CH3:2].N1C=CC=CC=1.[CH2:14](O)[CH2:15][CH2:16][CH2:17][CH2:18][CH2:19][CH2:20][CH2:21]/[CH:22]=[CH:23]\[CH2:24]/[CH:25]=C/C.CCOC(C)=O>C(Cl)Cl.C(OCC)C>[C:5]([O:4][CH2:1][CH2:2][CH2:25][CH2:24][CH2:23][CH2:22][CH2:21][CH2:20]/[CH:19]=[CH:18]\[CH2:17]/[CH:16]=[CH:15]/[CH3:14])(=[O:7])[CH3:6]. Reported procedure: Acetic anhydride (3.1 mmol, 0.29 mL), then pyridine (1.8 mmol, 0.14 mL), were added sequentially to alcohol 15 (1.5 mmol, 0.32 g) in CH2Cl2 (3 mL), and stirred at room temperature for 18 hours. The mixture was diluted with diethyl ether, washed with saturated aqueous NaHCO3, then brine, dried with Na2SO4, and concentrated. Flash chromatography of the residue (SiO2, 10% EtOAc in hexanes) provided 16 (0.34 g, 89% yield, 88% Z as determined by 1H-NMR) as a colorless oil; 1H NMR (CDCl3): δ 5.31-5.49... The reactants are COc1ccc(N)cc1OC, O=C(Cl)Cl, c1ccccc1. The product is COc1ccc(N=C=O)cc1OC. Reaction SMILES: [CH3:5][O:6][c:7]1[cH:8][c:9]([NH2:10])[cH:11][cH:12][c:13]1[O:14][CH3:15].[Cl:1][C:2]([Cl:3])=[O:4].[cH:16]1[cH:17][cH:18][cH:19][cH:20][cH:21]1>>[C:2](=[O:4])=[N:10][c:9]1[cH:8][c:7]([O:6][CH3:5])[c:13]([O:14][CH3:15])[cH:12][cH:11]1.